Dataset: the Open Reaction Database (ORD), a public repository of structured organic reaction records. Task: describe an organic reaction: reactants, conditions, products, and yield Reactants: C(C)(C)(C)OC(=O)N([C@H](C(=O)O)CC(C)(C)C)C ((S)-2-(tert-butoxycarbonyl(methyl)amino)-4,4-dimethylpentanoic acid), FC(C=1C=C(C=CC1)N1C[C@@H]2[C@H](C1)[C@H](CC2)N)(F)F ((3aR,4S,6aS)-2-[3-(trifluoromethyl)phenyl]octahydrocyclopenta[c]pyrrol-4-amine), FC(C1=CC=CC(=N1)N1C[C@@H]2[C@H](C1)[C@H](CC2)N)(F)F ((3aR,4S,6aS)-2-(6-(trifluoromethyl)pyridin-2-yl)octahydrocyclopenta[c]pyrrol-4-amine). Yields the product CN[C@@H](CC(C)C)C(=O)N[C@H]1CC[C@@H]2CN(C[C@@H]21)C2=CC(=CC=C2)C(F)(F)F (N2-methyl-N-{(3aR,4S,6aS)-2-[3-(trifluoromethyl)phenyl]octahydrocyclopenta[c]pyrrol-4-yl}-L-leucinamide). As a reaction SMILES: C(OC([N:8]([CH3:18])[C@@H:9]([CH2:13][C:14]([CH3:17])([CH3:16])C)[C:10]([OH:12])=O)=O)(C)(C)C.[F:19][C:20]([F:37])([F:36])[C:21]1[CH:22]=[C:23]([N:27]2[CH2:31][C@@H:30]3[C@@H:32]([NH2:35])[CH2:33][CH2:34][C@@H:29]3[CH2:28]2)[CH:24]=[CH:25][CH:26]=1.FC(F)(F)C1N=C(N2C[C@@H]3[C@@H](N)CC[C@@H]3C2)C=CC=1>>[CH3:18][NH:8][C@H:9]([C:10]([NH:35][C@@H:32]1[C@@H:30]2[C@@H:29]([CH2:28][N:27]([C:23]3[CH:24]=[CH:25][CH:26]=[C:21]([C:20]([F:37])([F:19])[F:36])[CH:22]=3)[CH2:31]2)[CH2:34][CH2:33]1)=[O:12])[CH2:13][CH:14]([CH3:16])[CH3:17]. Procedure details: The title compound was prepared by substituting N-(tert-butoxycarbonyl)-N-methyl-L-leucine for (S)-2-(tert-butoxycarbonyl(methyl)amino)-4,4-dimethylpentanoic acid and (3aR,4S,6aS)-2-[3-(trifluoromethyl)phenyl]octahydrocyclopenta[c]pyrrol-4-amine from Example 605 Step B for (3aR,4S,6aS)-2-(6-(trifluoromethyl)pyridin-2-yl)octahydrocyclopenta[c]pyrrol-4-amine in the procedure described in Example 587: 1H NMR (500 MHz, pyridine-d5) δ ppm 8.34 (d, J=7.4, 1H), 7.34 (t, J=7.9, 1H), 7.06 (d, J=7.6, 1H),...